From a dataset of the Open Reaction Database (ORD), a public repository of structured organic reaction records. describe an organic reaction: reactants, conditions, products, and yield Starting materials: O=C1CCC(=O)N1Br, CC(=O)O, N#Cc1ccc(O)cc1. Yields the product N#Cc1ccc(O)c(Br)c1. As a reaction SMILES: [Br:10][N:11]1[C:12](=[O:13])[CH2:14][CH2:15][C:16]1=[O:17].[CH3:18][C:19](=[O:20])[OH:21].[OH:1][c:2]1[cH:3][cH:4][c:5]([C:8]#[N:9])[cH:6][cH:7]1>>[OH:1][c:2]1[c:3]([Br:10])[cH:4][c:5]([C:8]#[N:9])[cH:6][cH:7]1. Reactants: FC(C1=CC=C(C=C1)C1=CC=CC(=N1)C(CCCC)O)(F)F (1-{6-[4-(trifluoromethyl)phenyl]-2-pyridinyl}-1-pentanol), ice water, OC1=CC=C(OCC(=O)OCC)C=C1 (ethyl (4-hydroxyphenoxy)acetate), P(CCCC)(CCCC)CCCC (nBu3P). The solvent is C1CCOC1 (THF). Run at time 1 minute. Product: FC(C1=CC=C(C=C1)C1=CC=CC(=N1)C(CCCC)OC1=C(C=CC=C1)OCC(=O)OCC)(F)F (Ethyl ({[(1-{6-[4-(trifluoromethyl)phenyl]-2-pyridinyl}pentyl)oxy]phenyl}oxy)acetate). The yield is 26.9%. Reaction SMILES: [F:1][C:2]([F:22])([F:21])[C:3]1[CH:8]=[CH:7][C:6]([C:9]2[N:14]=[C:13]([CH:15]([OH:20])[CH2:16][CH2:17][CH2:18][CH3:19])[CH:12]=[CH:11][CH:10]=2)=[CH:5][CH:4]=1.O[C:24]1[CH:36]=[CH:35][C:27]([O:28][CH2:29][C:30]([O:32][CH2:33][CH3:34])=[O:31])=[CH:26][CH:25]=1.P(CCCC)(CCCC)CCCC>C1COCC1>[F:22][C:2]([F:21])([F:1])[C:3]1[CH:4]=[CH:5][C:6]([C:9]2[N:14]=[C:13]([CH:15]([O:20][C:26]3[CH:25]=[CH:24][CH:36]=[CH:35][C:27]=3[O:28][CH2:29][C:30]([O:32][CH2:33][CH3:34])=[O:31])[CH2:16][CH2:17][CH2:18][CH3:19])[CH:12]=[CH:11][CH:10]=2)=[CH:7][CH:8]=1. Procedure details: To a solution of 1-{6-[4-(trifluoromethyl)phenyl]-2-pyridinyl}-1-pentanol (99 mg, 0.32 mmol) in dry THF (6.4 mL) at 0° C. (ice/water bath) under nitrogen was added ethyl (4-hydroxyphenoxy)acetate (63 mg, 0.32 mmol) followed after 1 minute by ADDM (164 mg, 0.64 mmol) in one portion. The resulting orange slurry was stirred for 2 minutes and then treated with nBu3P (159 μL, 0.64 mmol) drop-wise over 1 minute. The resulting pale yellow/orange mixture was then allowed to warm slowly to rt over 69 hou... Reactants: C1=NC(=CC2=CC=CC=C12)N (isoquinoline-3-amine), C1=CN(C=N1)C(=S)N2C=CN=C2 (N,N′-thiocarbonyldiimidazole), C(C)(=O)[O-].[NH4+] (ammonium acetate). The solvent is C(C)#N (acetonitrile), C(C)#N (acetonitrile). Conditions: time 12 hour. Yields the product C1=NC(=CC2=CC=CC=C12)NC(=S)N (N-Isoquinolin-3-yl-thiourea). As a reaction SMILES: C1N=C[N:3]([C:6]([N:8]2[CH:12]=[N:11][CH:10]=[CH:9]2)=[S:7])C=1.C1C2[C:17](=[CH:18][CH:19]=[CH:20]C=2)[CH:16]=[C:15](N)N=1.C([O-])(=O)C.[NH4+]>C(#N)C>[CH:10]1[C:9]2[C:16](=[CH:17][CH:18]=[CH:19][CH:20]=2)[CH:15]=[C:12]([NH:8][C:6]([NH2:3])=[S:7])[N:11]=1 |f:2.3|. Procedure details: 0.618 g (3.47 mmol) N,N′-thiocarbonyldiimidazole was dissolved in 20 mL acetonitrile, and 0.500 g (3.47 mmol) isoquinoline-3-amine in the form of a suspension in 15 mL acetonitrile was added dropwise in portions. The clear orange solution which formed was stirred for 12 hr, whereupon a reddish precipitate formed. The intermediate product was directly reacted, without workup, with 0.535 g (6.940 mmol) ammonium acetate for 25 min at 85° C. in a CEM microwave (100 watts). The solvent was removed un... Starting materials: C(CCCCCC)(=O)Cl (heptanoyl chloride), C(CCCCCC)(=O)Cl (Heptanoyl chloride), Cl.C12CNCC(CC1)O2 (8-oxa-3-azabicyclo(3.2.1)octane hydrochloride), [OH-].[Na+] (sodium hydroxide). Solvent: O (water). Run at time 2 hour. The product is C(CCCCCC)(=O)N1CC2CCC(C1)O2 (3-heptanoyl-8-oxa-3-azabicyclo (3.2.1)octane). Reaction SMILES: [C:1](Cl)(=[O:8])[CH2:2][CH2:3][CH2:4][CH2:5][CH2:6][CH3:7].Cl.[CH:11]12[O:18][CH:15]([CH2:16][CH2:17]1)[CH2:14][NH:13][CH2:12]2.[OH-].[Na+]>O>[C:1]([N:13]1[CH2:12][CH:11]2[O:18][CH:15]([CH2:16][CH2:17]2)[CH2:14]1)(=[O:8])[CH2:2][CH2:3][CH2:4][CH2:5][CH2:6][CH3:7] |f:1.2,3.4|. Procedure details: Heptanoyl chloride (14.86 grams, 0.1 mole) was slowly added to a mixture of 8-oxa-3-azabicyclo(3.2.1)octane hydrochloride product of Example 3 (14.96 grams, 0.1 mole) and sodium hydroxide (10 grams) in 300 ml water, at 10° C. After the addition of heptanoyl chloride, the reaction mixture was stirred for 2 hours and then left overnight at room temperature. The product was extracted from the reaction mixture with diethyl ether and treated with DARCO G60 (activated carbon) After the removal of the ... Starting materials: C[Si](C)(C)C#C (Trimethylsilylacetylene), ice water, C(C)N(CC)C1=CC=C(C=C1)I (N,N-diethyl-(4-iodophenyl)amine), C(C)(C)N(CC)C(C)C (diisopropylethylamine), cuprous iodide. The reagents and catalysts are C=1C=CC(=CC1)[P](C=2C=CC=CC2)(C=3C=CC=CC3)[Pd]([P](C=4C=CC=CC4)(C=5C=CC=CC5)C=6C=CC=CC6)([P](C=7C=CC=CC7)(C=8C=CC=CC8)C=9C=CC=CC9)[P](C=1C=CC=CC1)(C=1C=CC=CC1)C=1C=CC=CC1 (Pd(PPh3)4). Conditions: time 10 minute. The product is C(C)N(CC)C1=CC=C(C=C1)C#C[Si](C)(C)C (N,N-Diethyl-(4-trimethylsilanylethynylphenyl) amine). Reaction SMILES: [CH2:1]([N:3]([C:6]1[CH:11]=[CH:10][C:9](I)=[CH:8][CH:7]=1)[CH2:4][CH3:5])[CH3:2].C(N(C(C)C)CC)(C)C.[CH3:22][Si:23]([C:26]#[CH:27])([CH3:25])[CH3:24]>C1C=CC([P]([Pd]([P](C2C=CC=CC=2)(C2C=CC=CC=2)C2C=CC=CC=2)([P](C2C=CC=CC=2)(C2C=CC=CC=2)C2C=CC=CC=2)[P](C2C=CC=CC=2)(C2C=CC=CC=2)C2C=CC=CC=2)(C2C=CC=CC=2)C2C=CC=CC=2)=CC=1>[CH2:1]([N:3]([C:6]1[CH:11]=[CH:10][C:9]([C:27]#[C:26][Si:23]([CH3:25])([CH3:24])[CH3:22])=[CH:8][CH:7]=1)[CH2:4][CH3:5])[CH3:2] |^1:31,33,52,71|. Procedure details: To an oven dried flask fitted with a magnetic stir bar and condenser, Pd(PPh3)4 (207 mg, 0.18 mmol) and cuprous iodide (115 mg, 0.6 mmol) was added and the system was evacuated and back flushed with N2. Dry THF (25 mL) was added, subsequently N,N-diethyl-(4-iodophenyl)amine (1 g, 3.6 mmol in 3 mL THF) and dry degassed diisopropylethylamine (2.5 mL, 14.5 mmol) stirred for 10 min. Trimethylsilylacetylene (0.85 mL, 6 mmol) was added and the mixture was stirred at room temperature for 4 h and then a... The reactants are FC1=C(C=CC(=C1F)F)C(F)(F)F (2,3,4-trifluorobenzotrifluoride), liquid, N (ammonia). Run in O1CCCC1 (tetrahydrofuran). Run at temperature 130 celsius, time 6 hour. Yields the product FC1=C(C=CC(=C1F)N)C(F)(F)F (2,3-difluoro-4-amino-benzotrifluoride). RXN SMILES: [F:1][C:2]1[C:7]([F:8])=[C:6](F)[CH:5]=[CH:4][C:3]=1[C:10]([F:13])([F:12])[F:11].[NH3:14]>O1CCCC1>[F:1][C:2]1[C:7]([F:8])=[C:6]([NH2:14])[CH:5]=[CH:4][C:3]=1[C:10]([F:13])([F:12])[F:11]. Procedure details: 200 g of 2,3,4-trifluorobenzotrifluoride in 500 ml of tetrahydrofuran are introduced in an autoclave, and 60 ml of liquid ammonia are forced in. The mixture is stirred at 130° C. for 6 hours (maximum pressure 18 bar), cooled, and released. By distillation, 72 g of 2-amino-3,4-difluoro-benzotrifluoride are obtained at a boiling point of 60° to 64° C. at 26 mbar and 92 g of 2,3-difluoro-4-amino-benzotrifluoride are obtained at a boiling point of 92° to 93° C. at 26 mbar. The reactants are C(=O)=O (CO2), C12(CC3CC(CC(C1)C3)C2)C=2C=C(C=CC2OC)C=2C=C3C=CC(=CC3=CC2)Br (6-[3-(1-adamantyl)-4-methoxyphenyl]-2-bromonaphthalene), [H-].[Na+] (NaH), [Li]C(C)(C)C (t-BuLi), C(=O)=O (CO2). Solvent: Cl (HCl), C1CCOC1 (THF). Reaction conditions: temperature -60 celsius, time 10 minute. The product is COC=1C=CC(=CC1C23CC4CC(C2)CC(C4)C3)C=5C=CC=6C=C(C=CC6C5)C(=O)O (Adapalene). RXN SMILES: [C:1]12([C:11]3[CH:12]=[C:13]([C:19]4[CH:20]=[C:21]5[C:26](=[CH:27][CH:28]=4)[CH:25]=[C:24](Br)[CH:23]=[CH:22]5)[CH:14]=[CH:15][C:16]=3[O:17][CH3:18])[CH2:10][CH:5]3[CH2:6][CH:7]([CH2:9][CH:3]([CH2:4]3)[CH2:2]1)[CH2:8]2.[H-].[Na+].[Li]C(C)(C)C.[C:37](=[O:39])=[O:38]>C1COCC1.Cl>[CH3:18][O:17][C:16]1[CH:15]=[CH:14][C:13]([C:19]2[CH:28]=[CH:27][C:26]3[CH:25]=[C:24]([C:37]([OH:39])=[O:38])[CH:23]=[CH:22][C:21]=3[CH:20]=2)=[CH:12][C:11]=1[C:1]12[CH2:2][CH:3]3[CH2:9][CH:7]([CH2:6][CH:5]([CH2:4]3)[CH2:10]1)[CH2:8]2 |f:1.2|. Procedure: A mixture of 6-[3-(1-adamantyl)-4-methoxyphenyl]-2-bromonaphthalene (50 mg, 0.11 mmol) in THF (1 ml) was introduced into a Schlenk tube and was heated until its complete dissolution. Next, NaH (4.5 mg, 60% dispersion in mineral oil, 0.11 mmol) was added under argon atmosphere and at room temperature, and the mixture was stirred for 10 minutes. The obtained mixture was cooled to −60° C. and t-BuLi (1.7 M in penthane, 0.22 mmol) was added, dropwise, during a period of 30 minutes. Next, and at the ... Starting materials: C(C)(=O)Cl (acetyl chloride), C(C)(=O)OC(C1=C(C=CC(=C1)S(N)(=O)=O)OC)CCl ((−)-α-chloromethyl-2-methoxy-5-sulphamoylbenzyl acetate). The solvent is CO (methanol). Run at time 15 minute. The product is ClCC(O)C1=C(C=CC(=C1)S(N)(=O)=O)OC ((−)-α-chloromethyl-2-methoxy-5-sulphamoylbenzenemethanol). The yield is 87.7%. Reaction SMILES: C(Cl)(=O)C.C([O:8][CH:9]([CH2:22][Cl:23])[C:10]1[CH:15]=[C:14]([S:16](=[O:19])(=[O:18])[NH2:17])[CH:13]=[CH:12][C:11]=1[O:20][CH3:21])(=O)C>CO>[Cl:23][CH2:22][CH:9]([C:10]1[CH:15]=[C:14]([S:16](=[O:19])(=[O:18])[NH2:17])[CH:13]=[CH:12][C:11]=1[O:20][CH3:21])[OH:8]. Procedure: 61 μl of acetyl chloride are added to 100 ml of methanol and the mixture is stirred for 15 minutes. 1.32 g (−)-α-chloromethyl-2-methoxy-5-sulphamoylbenzyl acetate are then added and the mixture is heated to reflux for 1 hour (degree of conversion of 97% shown by HPLC). The mixture is thereafter evaporated, the residue is then taken up in 100 ml of ethyl acetate and the medium is neutralized with 5 ml of 2% ethyl hydrogen carbonate. The carbonate phase is extracted with 2 times 5 ml of ethyl acet...